From a dataset of the Open Reaction Database (ORD), a public repository of structured organic reaction records. describe an organic reaction: reactants, conditions, products, and yield The product is CCCCc1nc(C)n(Cc2nccs2)c(=O)c1Cc1ccc(-c2ccccc2C#N)cc1. Reactants: CCCCc1nc(C)[nH]c(=O)c1Cc1ccc(-c2ccccc2C#N)cc1, CCCCP(CCCC)CCCC, O=C(N=NC(=O)N1CCCCC1)N1CCCCC1, C1CCOC1, OCc1nccs1. As a reaction SMILES: [CH2:1]([CH2:2][CH2:3][CH3:4])[c:5]1[n:6][c:7]([CH3:27])[nH:8][c:9](=[O:26])[c:10]1[CH2:11][c:12]1[cH:13][cH:14][c:15](-[c:18]2[c:19]([C:24]#[N:25])[cH:20][cH:21][cH:22][cH:23]2)[cH:16][cH:17]1.[CH2:46]([P:47]([CH2:48][CH2:49][CH2:50][CH3:51])[CH2:52][CH2:53][CH2:54][CH3:55])[CH2:56][CH2:57][CH3:58].[N:28]([C:29]([N:30]1[CH2:31][CH2:32][CH2:33][CH2:34][CH2:35]1)=[O:36])=[N:37][C:38]([N:39]1[CH2:40][CH2:41][CH2:42][CH2:43][CH2:44]1)=[O:45].[O:66]1[CH2:67][CH2:68][CH2:69][CH2:70]1.[s:59]1[c:60]([CH2:64][OH:65])[n:61][cH:62][cH:63]1>>[CH2:1]([CH2:2][CH2:3][CH3:4])[c:5]1[n:6][c:7]([CH3:27])[n:8]([CH2:64][c:60]2[s:59][cH:63][cH:62][n:61]2)[c:9](=[O:26])[c:10]1[CH2:11][c:12]1[cH:13][cH:14][c:15](-[c:18]2[c:19]([C:24]#[N:25])[cH:20][cH:21][cH:22][cH:23]2)[cH:16][cH:17]1.